Dataset: the Open Reaction Database (ORD), a public repository of structured organic reaction records. Task: describe an organic reaction: reactants, conditions, products, and yield The reactants are BrBr (bromine), OC1=CC2=CC=C(C=C2C=C1C(=O)O)C(=O)O (2-Hydroxy-3,6-di-hydroxycarbonylnaphthalene), O (water). Solvent: C(Cl)(Cl)Cl (chloroform), CS(=O)C (dimethyl sulfoxide), C(Cl)(Cl)Cl (chloroform). Reaction conditions: time 1 hour. Yields the product BrC1=C(C(=CC2=CC(=CC=C12)C(=O)O)C(=O)O)O (1-bromo-2-hydroxy-3,6-di-hydroxycarbonylnaphthalene). The yield is 97.0%. Reaction SMILES: [OH:1][C:2]1[C:11]([C:12]([OH:14])=[O:13])=[CH:10][C:9]2[C:4](=[CH:5][CH:6]=[C:7]([C:15]([OH:17])=[O:16])[CH:8]=2)[CH:3]=1.[Br:18]Br.O>C(Cl)(Cl)Cl.CS(C)=O>[Br:18][C:3]1[C:4]2[C:9](=[CH:8][C:7]([C:15]([OH:17])=[O:16])=[CH:6][CH:5]=2)[CH:10]=[C:11]([C:12]([OH:14])=[O:13])[C:2]=1[OH:1]. Procedure details: 2-Hydroxy-3,6-di-hydroxycarbonylnaphthalene (11.8 g) was dissolved in chloroform (300 g) and dimethyl sulfoxide (100 g), followed by ice-cooling. Then, a solution of bromine (8.0 g) and chloroform (50 g) was added dropwise at not more than 5° C. over 2 hours. After continuously stirring for 1 hour, this solution was poured into water (1500 g) dropwise. The deposit was filtered and then washed with water and dispersed in a small amount of methanol. The dispersion was concentrated under reduced pr... As a reaction SMILES: [CH3:1][C:2]1[S:3][C:4]2[C:9]([N+:10]=1[O-])=[CH:8][CH:7]=[CH:6][N:5]=2.C[Si]([C:16]#[N:17])(C)C.CN(C)C(Cl)=O.[OH-].[Na+]>C(Cl)Cl>[C:16]([C:6]1[N:5]=[C:4]2[S:3][C:2]([CH3:1])=[N:10][C:9]2=[CH:8][CH:7]=1)#[N:17] |f:3.4|. The product is C(#N)C1=CC=C2C(=N1)SC(=N2)C (5-cyano-2-methylthiazolo[5,4-b]pyridine). Run at time 30 minute. The reactants are CC=1SC2=NC=CC=C2[N+]1[O-] (2-methylthiazolo[5,4-b]pyridine N-oxide), C[Si](C)(C)C#N (trimethylsilyl cyanide), [OH-].[Na+] (NaOH), CN(C(=O)Cl)C (Dimethylcarbamyl chloride). The solvent is C(Cl)Cl (CH2Cl2). Reported procedure: To a solution of the product of Step 3 (4.706 g, 28.3 mmol) in 60 mL of CH2Cl2 was added trimethylsilyl cyanide (7.6 mL, 57 mmol) and the mixture was stirred at room temperature for 30 min. Dimethylcarbamyl chloride (5.2 mL, 56 mmol) was then added and the mixture was heated to reflux overnight. At 0° C., 2N NaOH (60 mL) was added and the mixture was stirred at this temperature one hour. The product was extracted in EtOAc, dried over Na2SO4, and purified by flash chromatography on silica with Et... Product: C(C)(=O)N1CCN(CC1)CC1=CC=C(C=C1)B(O)O (4-((4-acetylpiperazin-1-yl)methyl)phenylboronic acid). Reaction SMILES: Br[C:2]1[CH:7]=[CH:6][C:5]([B:8]2[O:12]C(C)(C)C(C)(C)[O:9]2)=[CH:4][CH:3]=1.[C:17](=O)([O-])[O-].[K+].[K+].[C:23]([N:26]1[CH2:31][CH2:30][NH:29][CH2:28][CH2:27]1)(=[O:25])[CH3:24]>CN(C=O)C>[C:23]([N:26]1[CH2:31][CH2:30][N:29]([CH2:17][C:2]2[CH:3]=[CH:4][C:5]([B:8]([OH:9])[OH:12])=[CH:6][CH:7]=2)[CH2:28][CH2:27]1)(=[O:25])[CH3:24] |f:1.2.3|. Starting materials: BrC1=CC=C(C=C1)B1OC(C(O1)(C)C)(C)C (2-(4-bromophenyl)-4,4,5,5-tetramethyl-1,3,2-dioxaborolane), C([O-])([O-])=O.[K+].[K+] (potassium carbonate), C(C)(=O)N1CCNCC1 (N-acetylpiperazine). Conditions: time 2 hour. Procedure details: To a stirred mixture of 2-(4-bromophenyl)-4,4,5,5-tetramethyl-1,3,2-dioxaborolane (0.120 g, 0.4 mmol) and potassium carbonate (0.056 g, 0.4 mmol) in DMF (3 mL) was added N-acetylpiperazine (0.052 g, 0.4 mmol) and the resulting reaction mixture stirred at room temperature for 2 hours. The solvent was removed in vacuo. The residue was suspended in MeOH and purified by SPE using an MP-TsOH resin (1000 mg) cartridge to afford 4-((4-acetylpiperazin-1-yl)methyl)phenylboronic acid as an oil which was u... Run in CN(C)C=O (DMF). Reactants: ClC=1C=C(C=CC1)[C@](C)(OCC(=O)OCC)[C@H]1CNCCC1 (ethyl 2-((R)-1-(3-chlorophenyl)-1-((R)-piperidin-3-yl)ethoxy)acetate), C1(CCCCC1)C[C@@H](CN(C(=O)OCC[Si](C)(C)C)C)NC(OC1=CC=C(C=C1)[N+](=O)[O-])=O ((S)-4-nitrophenyl 1-cyclohexyl-3-(methyl((2-(trimethylsilyl)ethoxy)carbonyl)amino)propan-2-ylcarbamate), CCN(C(C)C)C(C)C (DIPEA). Solvent: C(Cl)Cl (CH2Cl2). Reaction conditions: time 24 hour. Yields the product ClC=1C=C(C=CC1)[C@](C)(OCC(=O)OCC)[C@H]1CN(CCC1)C(N[C@@H](CC1CCCCC1)CN(C(=O)OCC[Si](C)(C)C)C)=O (ethyl 2-((R)-1-(3-chlorophenyl)-1-((R)-1-((S)-1-cyclohexyl-3-(methyl((2-(trimethylsilyl)ethoxy)carbonyl)amino)propan-2-ylcarbamoyl)piperidin-3-yl)ethoxy)acetate). Isolated yield 47.0%. As a reaction SMILES: [Cl:1][C:2]1[CH:3]=[C:4]([C@@:8]([C@@H:17]2[CH2:22][CH2:21][CH2:20][NH:19][CH2:18]2)([O:10][CH2:11][C:12]([O:14][CH2:15][CH3:16])=[O:13])[CH3:9])[CH:5]=[CH:6][CH:7]=1.[CH:23]1([CH2:29][C@H:30]([NH:43][C:44](=O)[O:45]C2C=CC([N+]([O-])=O)=CC=2)[CH2:31][N:32]([CH3:42])[C:33]([O:35][CH2:36][CH2:37][Si:38]([CH3:41])([CH3:40])[CH3:39])=[O:34])[CH2:28][CH2:27][CH2:26][CH2:25][CH2:24]1.CCN(C(C)C)C(C)C>C(Cl)Cl>[Cl:1][C:2]1[CH:3]=[C:4]([C@@:8]([C@@H:17]2[CH2:22][CH2:21][CH2:20][N:19]([C:44](=[O:45])[NH:43][C@H:30]([CH2:31][N:32]([CH3:42])[C:33]([O:35][CH2:36][CH2:37][Si:38]([CH3:41])([CH3:40])[CH3:39])=[O:34])[CH2:29][CH:23]3[CH2:28][CH2:27][CH2:26][CH2:25][CH2:24]3)[CH2:18]2)([O:10][CH2:11][C:12]([O:14][CH2:15][CH3:16])=[O:13])[CH3:9])[CH:5]=[CH:6][CH:7]=1. Reported procedure: A mixture of ethyl 2-((R)-1-(3-chlorophenyl)-1-((R)-piperidin-3-yl)ethoxy)acetate, (S)-4-nitrophenyl 1-cyclohexyl-3-(methyl((2-(trimethylsilyl)ethoxy)carbonyl)amino)propan-2-ylcarbamate (0.096 g, 0.20 mmol), and DIPEA (1 mL) in CH2Cl2 was stirred at rt for 24 h. After the reaction mixture was evaporated under reduced pressure, the crude product was purified by reversed-phase HPLC to afford 0.0425 g (47% in two steps) of ethyl 2-((R)-1-(3-chlorophenyl)-1-((R)-1-((S)-1-cyclohexyl-3-(methyl((2-(tri... Starting materials: Fc1ccc(Br)nc1, O=CC1=C(c2ccc(Br)cc2)CCC1, C1COCCO1, CCOCC, c1ccc(P(c2ccccc2)(c2ccccc2)[Pd](P(c2ccccc2)(c2ccccc2)c2ccccc2)(P(c2ccccc2)(c2ccccc2)c2ccccc2)P(c2ccccc2)(c2ccccc2)c2ccccc2)cc1. The product is O=CC1=C(c2ccc(-c3ccc(F)cn3)cc2)CCC1. RXN SMILES: [Br:1][c:2]1[n:3][cH:4][c:5]([F:8])[cH:6][cH:7]1.[Br:9][c:10]1[cH:11][cH:12][c:13]([C:16]2=[C:17]([CH:21]=[O:22])[CH2:18][CH2:19][CH2:20]2)[cH:14][cH:15]1.[CH2:23]1[O:24][CH2:25][CH2:26][O:27][CH2:28]1.[CH3:29][CH2:30][O:31][CH2:32][CH3:33].[cH:34]1[cH:35][cH:36][c:37]([P:38]([Pd:39]([P:40]([c:41]2[cH:42][cH:43][cH:44][cH:45][cH:46]2)([c:47]2[cH:48][cH:49][cH:50][cH:51][cH:52]2)[c:53]2[cH:54][cH:55][cH:56][cH:57][cH:58]2)([P:59]([c:60]2[cH:61][cH:62][cH:63][cH:64][cH:65]2)([c:66]2[cH:67][cH:68][cH:69][cH:70][cH:71]2)[c:72]2[cH:73][cH:74][cH:75][cH:76][cH:77]2)[P:78]([c:79]2[cH:80][cH:81][cH:82][cH:83][cH:84]2)([c:85]2[cH:86][cH:87][cH:88][cH:89][cH:90]2)[c:91]2[cH:92][cH:93][cH:94][cH:95][cH:96]2)([c:97]2[cH:98][cH:99][cH:100][cH:101][cH:102]2)[c:103]2[cH:104][cH:105][cH:106][cH:107][cH:108]2)[cH:109][cH:110]1>>[c:2]1(-[c:10]2[cH:11][cH:12][c:13]([C:16]3=[C:17]([CH:21]=[O:22])[CH2:18][CH2:19][CH2:20]3)[cH:14][cH:15]2)[n:3][cH:4][c:5]([F:8])[cH:6][cH:7]1. Reactants: CCO, CCOC(=O)C(C)Nc1ccc(F)c(F)c1F, [Na+], [OH-]. Yields the product CC(Nc1ccc(F)c(F)c1F)C(=O)O. Reaction SMILES: [CH3:20][CH2:21][OH:22].[F:1][c:2]1[c:3]([NH:4][CH:5]([C:6](=[O:7])[O:8][CH2:9][CH3:10])[CH3:11])[cH:12][cH:13][c:14]([F:17])[c:15]1[F:16].[Na+:19].[OH-:18]>>[F:1][c:2]1[c:3]([NH:4][CH:5]([C:6](=[O:7])[OH:8])[CH3:11])[cH:12][cH:13][c:14]([F:17])[c:15]1[F:16]. The reactants are BrC=1C=CC=2C=CC(=NC2C1)C. Reagents/catalysts: N=1C=CC(=CC1C=2N=CC=C(C2)C(C)(C)C)C(C)(C)C, O1B(OC(C)(C)C1(C)C)B2OC(C)(C)C(O2)(C)C, C[OH2+].C[OH2+].C1CC=CCCC=C1.C1CC=CCCC=C1.[Ir].[Ir]. Solvent: O(C)C(C)(C)C. Reaction conditions: temperature 100 celsius, time 1.5 hour. Product: BrC=1C=CC2=C(N=C(C=C2B3OC(C)(C)C(O3)(C)C)C)C1, BrC=1C=C2N=C(C=CC2=C(C1)B3OC(C)(C)C(O3)(C)C)C. The yield is 28.0%. Procedure: Application  of  general  procedure  A  with 7-bromo-2-methylquinoline  (221  mg,  1.00mmol)  afforded  a mixture of 2 monoborylated products in a 65:35ratio, as determined by GC-MS. Starting materials: [Cl-].[NH4+] (ammonium chloride), O (water), C1(=CC=CC=C1)C1(CCC2(OCCO2)CC1)C=O (8-phenyl-1,4-dioxaspiro[4.5]decane-8-carboxaldehyde), C[Mg]Br (methyl magnesium bromide). Run in C(C)(=O)OCC (ethyl acetate), O1CCCC1 (tetrahydrofuran), O1CCCC1 (tetrahydrofuran). Yields the product CC(O)C1(CCC2(OCCO2)CC1)C1=CC=CC=C1 ((RS)-α-Methyl-8-phenyl-1,4-dioxaspiro[4.5]decane-8-methanol). Isolated yield 94.8%. RXN SMILES: [C:1]1([C:7]2([CH:17]=[O:18])[CH2:16][CH2:15][C:10]3([O:14][CH2:13][CH2:12][O:11]3)[CH2:9][CH2:8]2)[CH:6]=[CH:5][CH:4]=[CH:3][CH:2]=1.[CH3:19][Mg]Br.[Cl-].[NH4+].O>O1CCCC1.C(OCC)(=O)C>[CH3:19][CH:17]([C:7]1([C:1]2[CH:6]=[CH:5][CH:4]=[CH:3][CH:2]=2)[CH2:8][CH2:9][C:10]2([O:14][CH2:13][CH2:12][O:11]2)[CH2:15][CH2:16]1)[OH:18] |f:2.3|. Procedure details: A solution of 8-phenyl-1,4-dioxaspiro[4.5]decane-8-carboxaldehyde (J. Med. Chem. 1975, 18, 593-599; 4 g, 16.2 mmol) in tetrahydrofuran (100 mL) was added dropwise to a solution of methyl magnesium bromide (3.0M in ether, 8.1 mL, 24.3 mmol) in tetrahydrofuran (50 mL) at 0° C. The mixture was allowed to warm to room temperature over 4 hours, then aqueous ammonium chloride (saturated, 75 mL), water (75 mL) and ethyl acetate (100 mL) were added. The layers were separated and the organic fraction was... Reactants: ClC1=CC=CC=2SC(=CC21)C(=O)OC (methyl 4-chlorobenzo[b]thiophene-2-carboxylate), [OH-].[Na+] (sodium hydroxide), Cl (hydrochloric acid). Run in O (water), O (water). Run at temperature 95 celsius, time 2 hour. Yields the product ClC1=CC=CC=2SC(=CC21)C(=O)O (4-chlorobenzo[b]thiophene-2-carboxylic acid). Isolated yield 111.9%. RXN SMILES: [Cl:1][C:2]1[C:10]2[CH:9]=[C:8]([C:11]([O:13]C)=[O:12])[S:7][C:6]=2[CH:5]=[CH:4][CH:3]=1.[OH-].[Na+].Cl>O>[Cl:1][C:2]1[C:10]2[CH:9]=[C:8]([C:11]([OH:13])=[O:12])[S:7][C:6]=2[CH:5]=[CH:4][CH:3]=1 |f:1.2|. Procedure: A mixture of methyl 4-chlorobenzo[b]thiophene-2-carboxylate (20 g), 5M aqueous sodium hydroxide solution (100 ml) and water (300 ml) was heated at 95° C. for 5 hours then poured into a mixture of concentrated hydrochloric acid (180 ml) and water (2000 ml) and stirred at ambient temperature for 2 hours. The resulting solid was collected by filtration, washed with water (3×500 ml), and dried in vacuo at 60° C. to give 4-chlorobenzo[b]thiophene-2-carboxylic acid (21.0 g) as an off-white solid, m.p.... Reactants: C1CCOC1, C=CCC(CC=C)(COc1cc(C)c(-c2ccc(C(F)(F)F)cc2)c(C)c1)c1ccc(C(=O)OC)cc1, Cl, [Li+], [OH-]. The product is C=CCC(CC=C)(COc1cc(C)c(-c2ccc(C(F)(F)F)cc2)c(C)c1)c1ccc(C(=O)O)cc1. RXN SMILES: [CH2:41]1[O:42][CH2:43][CH2:44][CH2:45]1.[CH3:1][O:2][C:3]([c:4]1[cH:5][cH:6][c:7]([C:10]([CH2:11][CH:12]=[CH2:13])([CH2:14][O:15][c:16]2[cH:17][c:18]([CH3:33])[c:19](-[c:23]3[cH:24][cH:25][c:26]([C:29]([F:30])([F:31])[F:32])[cH:27][cH:28]3)[c:20]([CH3:22])[cH:21]2)[CH2:34][CH:35]=[CH2:36])[cH:8][cH:9]1)=[O:37].[ClH:40].[Li+:39].[OH-:38]>>[O:2]=[C:3]([c:4]1[cH:5][cH:6][c:7]([C:10]([CH2:11][CH:12]=[CH2:13])([CH2:14][O:15][c:16]2[cH:17][c:18]([CH3:33])[c:19](-[c:23]3[cH:24][cH:25][c:26]([C:29]([F:30])([F:31])[F:32])[cH:27][cH:28]3)[c:20]([CH3:22])[cH:21]2)[CH2:34][CH:35]=[CH2:36])[cH:8][cH:9]1)[OH:37].